This data is from the Open Reaction Database (ORD), a public repository of structured organic reaction records. The task is: describe an organic reaction: reactants, conditions, products, and yield Reactants: COC(=O)C=1C=C2C(=NC1)NC(=C2)[C@H](CC2CCCC2)C2=CC=C(C=C2)S(=O)(=O)C (2-[2-cyclopentyl-1(R)-(4-methanesulfonyl-phenyl)-ethyl]-1H-pyrrolo[2,3-b]pyridin-5-carboxylic acid methyl ester), Cl (hydrochloric acid). The solvent is C(C)(=O)OCC (ethyl acetate), O1CCCC1 (tetrahydrofuran), [OH-].[Na+] (sodium hydroxide). Reaction conditions: temperature 70 celsius. The product is C1(CCCC1)C[C@H](C1=CC=C(C=C1)S(=O)(=O)C)C1=CC=2C(=NC=C(C2)C(=O)O)N1 (2-[2-cyclopentyl-1(R)-(4-methanesulfonyl-phenyl)-ethyl]-1H-pyrrolo[2,3-b]pyridin-5-carboxylic acid). The yield is 86.5%. RXN SMILES: C[O:2][C:3]([C:5]1[CH:6]=[C:7]2[CH:13]=[C:12]([C@@H:14]([C:21]3[CH:26]=[CH:25][C:24]([S:27]([CH3:30])(=[O:29])=[O:28])=[CH:23][CH:22]=3)[CH2:15][CH:16]3[CH2:20][CH2:19][CH2:18][CH2:17]3)[NH:11][C:8]2=[N:9][CH:10]=1)=[O:4].Cl>O1CCCC1.[OH-].[Na+].C(OCC)(=O)C>[CH:16]1([CH2:15][C@@H:14]([C:12]2[NH:11][C:8]3=[N:9][CH:10]=[C:5]([C:3]([OH:4])=[O:2])[CH:6]=[C:7]3[CH:13]=2)[C:21]2[CH:26]=[CH:25][C:24]([S:27]([CH3:30])(=[O:29])=[O:28])=[CH:23][CH:22]=2)[CH2:20][CH2:19][CH2:18][CH2:17]1 |f:3.4|. Reported procedure: A mixture of 2-[2-cyclopentyl-1(R)-(4-methanesulfonyl-phenyl)-ethyl]-1H-pyrrolo[2,3-b]pyridin-5-carboxylic acid methyl ester (prepared as in Example 55, 610 mg, 1.43 mmol) in tetrahydrofuran (8 mL) and 10% aqueous sodium hydroxide solution (3 mL) was heated at 70° C. for 10 h. The mixture was neutralized with a 3N aqueous hydrochloric acid solution, diluted with ethyl acetate (150 mL), washed with brine, dried over anhydrous sodium sulfate and concentrated in vacuo to afford 2-[2-cyclopentyl-1(R... Starting materials: CN1CCCC1=O, CN1CCNCC1, COC(=O)c1sc2ccc([N+](=O)[O-])cc2c1N, O. Product: Nc1csc2ccc([N+](=O)[O-])cc12. As a reaction SMILES: [CH3:19][N:20]1[CH2:21][CH2:22][CH2:23][C:24]1=[O:25].[CH3:26][N:27]1[CH2:28][CH2:29][NH:30][CH2:31][CH2:32]1.[NH2:1][c:2]1[c:3]2[c:4]([s:5][c:6]1[C:7]([O:8][CH3:9])=[O:10])[cH:11][cH:12][c:13]([N+:15](=[O:16])[O-:17])[cH:14]2.[OH2:18]>>[NH2:1][c:2]1[c:3]2[c:4]([s:5][cH:6]1)[cH:11][cH:12][c:13]([N+:15](=[O:16])[O-:17])[cH:14]2. The reactants are O=C([O-])[O-], CN(C)C=O, Clc1cc(I)ccc1CBr, Cc1nc(C=O)c(Cl)[nH]1, [K+], [K+], O. Product: Cc1nc(Cl)c(C=O)n1Cc1ccc(I)cc1Cl. As a reaction SMILES: [C:10](=[O:11])([O-:12])[O-:13].[CH3:27][N:28]([CH3:29])[CH:30]=[O:31].[Cl:16][c:17]1[c:18]([CH2:19][Br:20])[cH:21][cH:22][c:23]([I:25])[cH:24]1.[Cl:1][c:2]1[c:3]([CH:8]=[O:9])[n:4][c:5]([CH3:7])[nH:6]1.[K+:14].[K+:15].[OH2:26]>>[Cl:1][c:2]1[c:3]([CH:8]=[O:9])[n:4]([CH2:19][c:18]2[c:17]([Cl:16])[cH:24][c:23]([I:25])[cH:22][cH:21]2)[c:5]([CH3:7])[n:6]1. Reactants: CSC=1C=C(N)C=CC1 (3-methylthioaniline), [N+](=O)([O-])C1=CC=C(C(=O)O)C=C1 (4-nitrobenzoic acid). Yields the product [N+](=O)([O-])C1=CC=C(C(=O)NC2=CC(=CC=C2)SC)C=C1 (4-Nitro-N-(3-methylthiophenyl)benzamide). The yield is 85.3%. Reaction SMILES: [CH3:1][S:2][C:3]1[CH:4]=[C:5]([CH:7]=[CH:8][CH:9]=1)[NH2:6].[N+:10]([C:13]1[CH:21]=[CH:20][C:16]([C:17](O)=[O:18])=[CH:15][CH:14]=1)([O-:12])=[O:11]>>[N+:10]([C:13]1[CH:14]=[CH:15][C:16]([C:17]([NH:6][C:5]2[CH:7]=[CH:8][CH:9]=[C:3]([S:2][CH3:1])[CH:4]=2)=[O:18])=[CH:20][CH:21]=1)([O-:12])=[O:11]. Reported procedure: Using 3-methylthioaniline (1.40 ml, 11.0 mmol) and 4-nitrobenzoic acid (1.67 g, 10.0 mmol), the procedure of Reference Example 16 was repeated to obtain 2.46 g (85.2%) of the title compound in the form of yellow powder.